Dataset: the Open Reaction Database (ORD), a public repository of structured organic reaction records. Task: describe an organic reaction: reactants, conditions, products, and yield As a reaction SMILES: [CH2:1]([C:4]1[CH:9]=[CH:8][C:7]([O:10][C:11](=[O:14])[CH2:12][NH2:13])=[C:6]([O:15][CH3:16])[CH:5]=1)[CH:2]=[CH2:3].[CH:17]1[CH:22]=[N:21][CH:20]=[C:19]([C:23](O)=[O:24])[CH:18]=1.CN1CCOCC1.CCN=C=NCCCN(C)C.Cl>C(Cl)Cl>[CH2:1]([C:4]1[CH:9]=[CH:8][C:7]([O:10][C:11](=[O:14])[CH2:12][NH:13][C:23]([C:19]2[CH:20]=[N:21][CH:22]=[CH:17][CH:18]=2)=[O:24])=[C:6]([O:15][CH3:16])[CH:5]=1)[CH:2]=[CH2:3] |f:3.4|. The product is C(C=C)C1=CC(=C(C=C1)OC(CNC(=O)C=1C=NC=CC1)=O)OC ([(pyridine-3-carbonyl)-amino]-acetic acid 4-allyl-2-methoxy-phenyl ester). The reactants are C(C=C)C1=CC(=C(C=C1)OC(CN)=O)OC (Amino-acetic acid 4-allyl-2-methoxy-phenyl ester), C1=CC(=CN=C1)C(=O)O (niacin), CN1CCOCC1 (N-methyl morpholine), CCN=C=NCCCN(C)C.Cl (EDC.HCl). Yield: 37.9%. Run at temperature 25 celsius, time 2 hour. Solvent: C(Cl)Cl (DCM), C(Cl)Cl (DCM). Procedure: To a solution of Amino-acetic acid 4-allyl-2-methoxy-phenyl ester (510 mg, 1.7 mmol), in DCM (20 mL) were added niacin (0.23 g, 1.9 mmol), N-methyl morpholine (0.96 mL, 8.8 mmol), EDC.HCl (0.67 g, 3.5 mmol) at ice temperature (0° C.). The mixture was allowed to stir at room temperature (25° C.) over a period of 2 hrs. The resulting mixture was diluted with DCM (200 mL) washed with water (2×100 mL) and dried over sodium sulphate. The crude product obtained upon evaporation of the solvent was puri... Reactants: NC1=NC=C(C=C1C)Br (2-amino-5-bromo-3-methylpyridine), BrCC(=O)C1=CC=C(C=C1)Cl (2-bromo-1-(4-chlorophenyl)ethanone), C(O)([O-])=O.[Na+] (sodium hydrogen carbonate). Run in C(CC)O (n-propanol). Run at temperature 80 celsius. Yields the product BrC=1C=C(C=2N(C1)C=C(N2)C2=CC=C(C=C2)Cl)C (6-Bromo-2-(4-chlorophenyl)-8-methylimidazo[1,2-α]pyridine). Isolated yield 58.2%. As a reaction SMILES: [NH2:1][C:2]1[C:7]([CH3:8])=[CH:6][C:5]([Br:9])=[CH:4][N:3]=1.Br[CH2:11][C:12]([C:14]1[CH:19]=[CH:18][C:17]([Cl:20])=[CH:16][CH:15]=1)=O.C(=O)([O-])O.[Na+]>C(O)CC>[Br:9][C:5]1[CH:6]=[C:7]([CH3:8])[C:2]2[N:3]([CH:11]=[C:12]([C:14]3[CH:19]=[CH:18][C:17]([Cl:20])=[CH:16][CH:15]=3)[N:1]=2)[CH:4]=1 |f:2.3|. Procedure details: 1.70 g of 2-amino-5-bromo-3-methylpyridine and 2.13 g of 2-bromo-1-(4-chlorophenyl)ethanone in 75 ml of n-propanol are placed in a round-bottomed flask. 1.08 g of sodium hydrogen carbonate are added. The mixture is heated at 80° C. for 6 h. The reaction mixture is allowed to cool and the solvent is evaporated off under reduced pressure. The residue is taken up between dichloromethane and water, the organic phase is then separated and dried, and the filtrate is concentrated under reduced pressure... Starting materials: CC(=O)Cc1c([N+](=O)[O-])ccc(OCc2ccccc2)c1F, CCOC(C)=O, [Cl-], Cl, c1cc[nH+]cc1. Product: CC(=O)Cc1c([N+](=O)[O-])ccc(O)c1F. Reaction SMILES: [CH2:1]([c:2]1[cH:3][cH:4][cH:5][cH:6][cH:7]1)[O:8][c:9]1[c:10]([F:22])[c:11]([CH2:18][C:19]([CH3:20])=[O:21])[c:12]([N+:15](=[O:16])[O-:17])[cH:13][cH:14]1.[CH3:31][CH2:32][O:33][C:34](=[O:35])[CH3:36].[Cl-:23].[ClH:30].[nH+:24]1[cH:25][cH:26][cH:27][cH:28][cH:29]1>>[OH:8][c:9]1[c:10]([F:22])[c:11]([CH2:18][C:19]([CH3:20])=[O:21])[c:12]([N+:15](=[O:16])[O-:17])[cH:13][cH:14]1. Reactants: COC(CC(=O)NC1=CC=CC=C1)=O (N-Phenyl-malonamic acid methyl ester), [OH-].[Li+] (lithium hydroxide), O1CCCC1 (tetrahydrofuran), O (water). The solvent is CO (methanol). The product is C1(=CC=CC=C1)NC(CC(=O)O)=O (N-Phenyl-malonamic acid). As a reaction SMILES: C[O:2][C:3](=[O:14])[CH2:4][C:5]([NH:7][C:8]1[CH:13]=[CH:12][CH:11]=[CH:10][CH:9]=1)=[O:6].[OH-].[Li+].O1CCCC1.O>CO>[C:8]1([NH:7][C:5](=[O:6])[CH2:4][C:3]([OH:14])=[O:2])[CH:9]=[CH:10][CH:11]=[CH:12][CH:13]=1 |f:1.2|. Procedure: Hydrolysis of the N-Phenyl-malonamic acid methyl ester from step a (6.8 g, 35.2 mmol) with lithium hydroxide (8.9 g, 212 mmol) in a mixture of methanol (160 mL), tetrahydrofuran (160 mL) and water (160 mL) at room temperature for 3 h, afforded the title acid (5.76 g, 91.3%). 1H NMR (400 MHz, DMSO-d6) δ: 12.64 (s, 1H), 10.11 (s, 1H), 7.58 (d, 2H), 7.31 (t, 2H), 7.06 (t, 1H), 3.36 (s, 2H). Reactants: [H-].[Na+] (sodium hydride), OC=1C(C(=CC=C(C1)C(C)C)CO)=O (2-hydroxy-7-hydroxymethyl-4-isopropyl-2,4,6-cycloheptatrien-1-one), C(C)I (ethyl iodide). Solvent: ClCCl (dichloromethane), CN(C=O)C (dimethylformamide). Reaction conditions: temperature 70 celsius. Yields the product C(C)OC=1C(C(=CC=C(C1)C(C)C)CO)=O (2-ethoxy-7-hydroxymethyl 4-isopropyl-2,4,6-cycloheptatrien-1-one). Yield: 37.5%. Reaction SMILES: [H-].[Na+].[OH:3][C:4]1[C:5](=[O:16])[C:6]([CH2:14][OH:15])=[CH:7][CH:8]=[C:9]([CH:11]([CH3:13])[CH3:12])[CH:10]=1.[CH2:17](I)[CH3:18]>CN(C)C=O.ClCCl>[CH2:17]([O:3][C:4]1[C:5](=[O:16])[C:6]([CH2:14][OH:15])=[CH:7][CH:8]=[C:9]([CH:11]([CH3:13])[CH3:12])[CH:10]=1)[CH3:18] |f:0.1|. Reported procedure: 60% oily sodium hydride (256 mg, 6.4 mmol) was added to a solution of 2-hydroxy-7-hydroxymethyl-4-isopropyl-2,4,6-cycloheptatrien-1-one (1.13 g, 5.82 mmol) in dimethylformamide (5 ml) with stirring. Then, ethyl iodide (0.7 ml, 8.75 mmol) was added and the reaction mixture was heated at 70° C. for 3 hours. The reaction solution was diluted with dichloromethane, washed with water, and dried over sodium sulfate. After the solvent was distilled off under reduced pressure, the residue was purified by... The reactants are CON(C(=O)C=1C(=NC(=NC1)SCC)N)C (4-amino-2-ethylsulfanyl-pyrimidine-5-carboxylic acid methoxy-methyl-amide), FC(C1=C(C=CC=C1)[Li])(F)F (2-trifluoromethylphenyllithium), IC1=C(C=CC=C1)C(F)(F)F (1-iodo-2-trifluoromethylbenzene). Yields the product NC1=NC(=NC=C1C(=O)C1=C(C=CC=C1)C(F)(F)F)SCC ((4-Amino-2-ethylsulfanyl-pyrimidin-5-yl)-(2-trifluoromethyl-phenyl)-methanone). Reaction SMILES: CON(C)[C:4]([C:6]1[C:7]([NH2:15])=[N:8][C:9]([S:12][CH2:13][CH3:14])=[N:10][CH:11]=1)=[O:5].[F:17][C:18]([F:27])([F:26])[C:19]1[CH:24]=[CH:23][CH:22]=[CH:21][C:20]=1[Li].IC1C=CC=CC=1C(F)(F)F>>[NH2:15][C:7]1[C:6]([C:4]([C:20]2[CH:21]=[CH:22][CH:23]=[CH:24][C:19]=2[C:18]([F:27])([F:26])[F:17])=[O:5])=[CH:11][N:10]=[C:9]([S:12][CH2:13][CH3:14])[N:8]=1. Procedure: The same procedure was used as described in Example 2, starting from 4-amino-2-ethylsulfanyl-pyrimidine-5-carboxylic acid methoxy-methylamide (from Example 1) and a solution of 2-trifluoromethylphenyllithium (˜3 equiv, freshly prepared from 1-iodo-2-trifluoromethylbenzene as in Example 2A), to give (4-Amino-2-ethylsulfanyl-pyrimidin-5-yl)-(2-trifluoromethyl-phenyl)-methanone. MS (M+H)+: 328. Reactants: CC1=C(C(=CC=C1)C)N(C(C)=O)CC(C)Cl (1-[N-(2,6-dimethylphenyl)-acetamido]-2-chloro-propane), 18, CNC (dimethylamine), C1=CC=CC=C1 (benzene). Solvent: O (water). Run at temperature 60 celsius. Product: CC1=C(C(=CC=C1)C)N(C(C)=O)CC(C)N(C)C (1-[N-(2,6-dimethylphenyl)-acetamido]-2dimethylamino-propane). Isolated yield 90.3%. Reaction SMILES: [CH3:1][C:2]1[CH:7]=[CH:6][CH:5]=[C:4]([CH3:8])[C:3]=1[N:9]([CH2:13][CH:14](Cl)[CH3:15])[C:10](=[O:12])[CH3:11].[CH3:17][NH:18][CH3:19].C1C=CC=CC=1>O>[CH3:1][C:2]1[CH:7]=[CH:6][CH:5]=[C:4]([CH3:8])[C:3]=1[N:9]([CH2:13][CH:14]([N:18]([CH3:19])[CH3:17])[CH3:15])[C:10](=[O:12])[CH3:11]. Reported procedure: A mixture of 3.0 g (12.5 mmoles) of 1-[N-(2,6-dimethylphenyl)-acetamido]-2-chloro-propane and 9.4 ml of a 18 w/v % ethanolic dimethylamine solution is heated at 60° C. for 3 hours in a bomb. The mixture is cooled, admixed with 50 ml of benzene and 10 ml of water, and the organic phase is separated. The aqueous phase is extracted twice with 10 ml of benzene, each. The benzene solutions are combined, dried over anhydrous magnesium sulfate, and the solvent is evaporated under reduced pressure. 2.8 ... Reactants: 1-methyl-2-imidazolecarboxy aldehyde, C(=O)(OC(C)(C)C)N1CCNCC1 (N-Boc-piperazine), C(C)(=O)O[BH-](OC(C)=O)OC(C)=O.[Na+] (sodium triacetoxyborohydride). The solvent is ClCCCl (1,2-DCE). Run at time 4 hour. Yields the product CN1C(=NC=C1)CN1CCN(CC1)C(=O)OC(C)(C)C (tert-Butyl 4-((1-methyl-1H-imidazol-2-yl)methyl)piperazine-1-carboxylate). The yield is 64.2%. Reaction SMILES: [C:1]([N:8]1[CH2:13][CH2:12][NH:11][CH2:10][CH2:9]1)([O:3][C:4]([CH3:7])([CH3:6])[CH3:5])=[O:2].C(O[BH-](O[C:24](=O)[CH3:25])OC(=O)C)(=O)C.[Na+]>ClCCCl>[CH3:1][N:8]1[CH:9]=[CH:10][N:11]=[C:24]1[CH2:25][N:11]1[CH2:10][CH2:9][N:8]([C:1]([O:3][C:4]([CH3:7])([CH3:6])[CH3:5])=[O:2])[CH2:13][CH2:12]1 |f:1.2|. Reported procedure: N-Boc-piperazine (0.930 g, 5.0 mmol, 1.1 eq) was dissolved in 1,2-DCE (14 mL). To this solution, 1-methyl-2-imidazolecarboxy aldehyde (0.50 g, 4.54 mmol, 1 eq) was added followed by the portionwise addition of sodium triacetoxyborohydride (1.350 g, 6.36 mmol, 1.4 eq). The mixture was stirred at room temperature for 4 h and was then washed with a saturated aqueous solution of NaHCO3. The organic layer was dried (MgSO4), and the solvent removed in vacuo. The crude mixture was redissolved in 18 mL ... RXN SMILES: [Cl:1][CH2:2][CH2:3][CH2:4][N:5]1[CH2:6][CH2:7][CH2:8][CH2:9]1.[OH2:10]>>[CH2:2]1[CH2:3][CH2:4][N+:5]12[CH2:6][CH2:7][CH2:8][CH2:9]2.[Cl-:1]. Starting materials: ClCCCN1CCCC1, O. Yields the product C1CC[N+]2(C1)CCC2, [Cl-]. Starting materials: C(C)(C)(C)OC(=O)N1C(OC[C@@H]1CCC1=CC=C(C=C1)NS(=O)(=O)C=1C=2C=CN=CC2C=CC1)(C)C ((S)-4-{2-[4-(isoquinoline-5-sulfonylamino)-phenyl]-ethyl}-2,2-dimethyl-oxazolidine-3-carboxylic acid tert-butyl ester), aqueous solution, [OH-].[Na+] (sodium hydroxide), O (water), FC(C(=O)O)(F)F (trifluoroacetic acid). Solvent: C(C)#N (acetonitrile), C(C)(=O)OCC (Ethyl acetate). Reaction conditions: temperature 50 celsius, time 5 hour. Product: N[C@@H](CCC1=CC=C(C=C1)NS(=O)(=O)C=1C=2C=CN=CC2C=CC1)CO (isoquinoline-5-sulfonic acid [4-((S)-3-amino-4-hydroxy-butyl)-phenyl]-amide). Isolated yield 96.9%. As a reaction SMILES: C(OC([N:8]1[C@@H:12]([CH2:13][CH2:14][C:15]2[CH:20]=[CH:19][C:18]([NH:21][S:22]([C:25]3[C:26]4[CH:27]=[CH:28][N:29]=[CH:30][C:31]=4[CH:32]=[CH:33][CH:34]=3)(=[O:24])=[O:23])=[CH:17][CH:16]=2)[CH2:11][O:10]C1(C)C)=O)(C)(C)C.O.FC(F)(F)C(O)=O.[OH-].[Na+]>C(#N)C.C(OCC)(=O)C>[NH2:8][C@H:12]([CH2:11][OH:10])[CH2:13][CH2:14][C:15]1[CH:20]=[CH:19][C:18]([NH:21][S:22]([C:25]2[C:26]3[CH:27]=[CH:28][N:29]=[CH:30][C:31]=3[CH:32]=[CH:33][CH:34]=2)(=[O:24])=[O:23])=[CH:17][CH:16]=1 |f:3.4|. Procedure details: (S)-4-{2-[4-(isoquinoline-5-sulfonylamino)-phenyl]-ethyl}-2,2-dimethyl-oxazolidine-3-carboxylic acid tert-butyl ester (155 mg) was dissolved in acetonitrile (1.5 ml) and water (3 ml) before addition of trifluoroacetic acid (68.6 μl) at room temperature. The reaction mixture was then warmed to 50° C. and stirred for 5 hours and then cooled at room temperature and stirred for 12 hours. Ethyl acetate (4 ml) was added and then the solution basified by addition of 1N aqueous solution of sodium hydrox...